This data is from the Open Reaction Database (ORD), a public repository of structured organic reaction records. The task is: describe an organic reaction: reactants, conditions, products, and yield The reactants are COC1=C(OC)C(=O)C(Cc2cccc(C(=O)N3CCCCC3)c2OC(C)=O)=C(C)C1=O, CO, [Na+], O, O=C([O-])O. The product is COC1=C(OC)C(=O)C(Cc2cccc(C(=O)N3CCCCC3)c2O)=C(C)C1=O. Reaction SMILES: [CH3:1][O:2][C:3]1=[C:8]([O:9][CH3:10])[C:7](=[O:11])[C:6]([CH2:12][c:13]2[c:14]([O:27][C:28](=[O:29])[CH3:30])[c:15]([C:16](=[O:17])[N:18]3[CH2:19][CH2:20][CH2:21][CH2:22][CH2:23]3)[cH:24][cH:25][cH:26]2)=[C:5]([CH3:31])[C:4]1=[O:32].[CH3:38][OH:39].[Na+:33].[OH2:40].[OH:34][C:35](=[O:36])[O-:37]>>[CH3:1][O:2][C:3]1=[C:8]([O:9][CH3:10])[C:7](=[O:11])[C:6]([CH2:12][c:13]2[c:14]([OH:27])[c:15]([C:16](=[O:17])[N:18]3[CH2:19][CH2:20][CH2:21][CH2:22][CH2:23]3)[cH:24][cH:25][cH:26]2)=[C:5]([CH3:31])[C:4]1=[O:32]. The reactants are solution, C[Mg]Br (methyl magnesium bromide), COC1=C2C=NC(NC2=CC=C1OC)=O (5,6-dimethoxy-2(1H)quinazolinone). Solvent: CCOCC (ether), O1CCCC1 (tetrahydrofuran), CCOCC (ether). Conditions: time 16 hour. Product: COC1=C2C(NC(NC2=CC=C1OC)=O)C (3,4-Dihydro-5,6-dimethoxy-4-methyl-2(1H)quinazolinone). As a reaction SMILES: [CH3:1][O:2][C:3]1[C:12]([O:13][CH3:14])=[CH:11][CH:10]=[C:9]2[C:4]=1[CH:5]=[N:6][C:7](=[O:15])[NH:8]2.[CH3:16][Mg]Br>O1CCCC1.CCOCC>[CH3:1][O:2][C:3]1[C:12]([O:13][CH3:14])=[CH:11][CH:10]=[C:9]2[C:4]=1[CH:5]([CH3:16])[NH:6][C:7](=[O:15])[NH:8]2. Procedure: To a partial solution of 5,6-dimethoxy-2(1H)quinazolinone (10.0 g, 48.5 mM) in dry tetrahydrofuran (1100 ml) under nitrogen, is added at 0° C. over 20 minutes, an excess of methyl magnesium bromide in ether (62.60 ml of a 3.1M solution in ether, 194.06 mM). The reaction mixture is then removed from the cooling bath, allowed to reach room temperature and is stirred at room temperature for 16 hours. Additional methyl magnesium bromide is added (15.65 ml of a 3.1M solution in ether; 48.52 mM) and t... The reactants are N1=CNC2=C1CCC(C2)C(=O)O (4,5,6,7-tetrahydrobenzimidazole-5-carboxylic acid), ClC1=CC=C(C=C1)CCCNC (3-(4-chlorophenyl)propylmethylamine). Yields the product Cl.ClC1=CC=C(C=C1)CCCN(C(=O)C1CC2=C(NC=N2)CC1)C (4,5,6,7-Tetrahydro-1H-benzimidazole-5-carboxylic acid [3-(4-chlorophenyl)propyl]methylamide, hydrochloride). Reaction SMILES: [N:1]1[C:5]2[CH2:6][CH2:7][CH:8]([C:10]([OH:12])=O)[CH2:9][C:4]=2[NH:3][CH:2]=1.[Cl:13][C:14]1[CH:19]=[CH:18][C:17]([CH2:20][CH2:21][CH2:22][NH:23][CH3:24])=[CH:16][CH:15]=1>>[ClH:13].[Cl:13][C:14]1[CH:15]=[CH:16][C:17]([CH2:20][CH2:21][CH2:22][N:23]([CH3:24])[C:10]([CH:8]2[CH2:7][CH2:6][C:5]3[NH:1][CH:2]=[N:3][C:4]=3[CH2:9]2)=[O:12])=[CH:18][CH:19]=1 |f:2.3|. Procedure details: By a similar procedure as described in Example 65, the title compound was prepared from 4,5,6,7-tetrahydrobenzimidazole-5-carboxylic acid and 3-(4-chlorophenyl)propylmethylamine. Reactants: C (methane), OC1=C(C(=O)O)C=CC=C1C(F)(F)F (2-hydroxy-3-(trifluoromethyl)benzoic acid), C[Li] (methyllithium), solution. Run in C1CCOC1 (THF), CCOCC (Et2O). Reaction conditions: temperature 10 celsius. Product: OC1=C(C=CC=C1C(F)(F)F)C(C)=O (1-(2-hydroxy-3-(trifluoromethyl)phenyl)ethanone). Yield: 99.0%. Reaction SMILES: [OH:1][C:2]1[C:10]([C:11]([F:14])([F:13])[F:12])=[CH:9][CH:8]=[CH:7][C:3]=1[C:4]([OH:6])=O.[CH3:15][Li].C>C1COCC1.CCOCC>[OH:1][C:2]1[C:10]([C:11]([F:14])([F:13])[F:12])=[CH:9][CH:8]=[CH:7][C:3]=1[C:4](=[O:6])[CH3:15]. Reported procedure: A solution of Example 42B (14.1 g, 68.4 mmol) in THF (70 mL) was cooled to 5° C. and methyllithium (133 mL of a 1.6M solution in Et2O, 212 mmol) was added, keeping the temperature≦20° C. (slow addition, methane generation). The cooling bath was removed and after 10 min, the reaction mixture was complete by LCMS. The reaction was cooled to 10° C. and EtOAc (140 mL) and 2N HCl (140 mL) were added. The layers were partitioned and the organic portion was washed with water (70 mL) and brine (28 mL). ... The product is NC[C@H]1N(CC2=CC=CC=C2C1)C(=O)OCC1=CC=CC=C1 (Benzyl (3S)-3-(aminomethyl)-3,4-dihydroisoquinoline-2(1H)-carboxylate). Reactants: N(=[N+]=[N-])C[C@H]1N(CC2=CC=CC=C2C1)C(=O)OCC1=CC=CC=C1 (Benzyl (3S)-3-(azidomethyl)-3,4-dihydroisoquinoline-2(1H)-carboxylate), C1(=CC=CC=C1)P(C1=CC=CC=C1)C1=CC=CC=C1 (triphenylphosphine), O (water). Solvent: C1CCOC1 (THF). RXN SMILES: [N:1]([CH2:4][C@@H:5]1[CH2:14][C:13]2[C:8](=[CH:9][CH:10]=[CH:11][CH:12]=2)[CH2:7][N:6]1[C:15]([O:17][CH2:18][C:19]1[CH:24]=[CH:23][CH:22]=[CH:21][CH:20]=1)=[O:16])=[N+]=[N-].C1(P(C2C=CC=CC=2)C2C=CC=CC=2)C=CC=CC=1.O>C1COCC1>[NH2:1][CH2:4][C@@H:5]1[CH2:14][C:13]2[C:8](=[CH:9][CH:10]=[CH:11][CH:12]=2)[CH2:7][N:6]1[C:15]([O:17][CH2:18][C:19]1[CH:24]=[CH:23][CH:22]=[CH:21][CH:20]=1)=[O:16]. Procedure details: To a solution of 20.9 g (64.5 mmol) of the azido compound obtained in Step B in 650 mL of THF, there are successively added 25.5 g (97.2 mmol) of triphenylphosphine and 157 mL of water. The batch is refluxed for 2 hours 30 minutes. The reaction mixture is then concentrated to dryness and the residue oil is then taken up in isopropyl ether. A white precipitate appears; it is filtered off and washed with isopropyl ether. The filtrate is then concentrated to dryness and then purified by chromatogra... The reactants are [OH-].[Na+] (Sodium hydroxide), Cl (hydrogen chloride), C(C)OC(CC(=O)[C@H]1C[C@@H](N(CC1)C(=O)OC)CC1=CC(=CC=C1)F)=O (Trans-methyl 4-(3-ethoxy-3-oxopropanoyl)-2-(3-fluorobenzyl)piperidine-1-carboxylate), NO (Hydroxylamine). The solvent is O (water), CO (MeOH). Run at temperature -40 celsius, time 20 minute. Product: FC=1C=C(C[C@@H]2N(CC[C@H](C2)C2=CC(NO2)=O)C(=O)OC)C=CC1 (Trans-methyl 2-(3-fluorobenzyl)-4-(3-oxo-2,3-dihydroisoxazol-5-yl)piperidine-1-carboxylate). Yield: 35.4%. As a reaction SMILES: C([O:3][C:4](=O)[CH2:5][C:6]([C@@H:8]1[CH2:13][CH2:12][N:11]([C:14]([O:16][CH3:17])=[O:15])[C@@H:10]([CH2:18][C:19]2[CH:24]=[CH:23][CH:22]=[C:21]([F:25])[CH:20]=2)[CH2:9]1)=[O:7])C.[OH-].[Na+].[NH2:29]O.Cl>CO.O>[F:25][C:21]1[CH:20]=[C:19]([CH:24]=[CH:23][CH:22]=1)[CH2:18][C@H:10]1[CH2:9][C@H:8]([C:6]2[O:7][NH:29][C:4](=[O:3])[CH:5]=2)[CH2:13][CH2:12][N:11]1[C:14]([O:16][CH3:17])=[O:15] |f:1.2|. Procedure: Trans-methyl 4-(3-ethoxy-3-oxopropanoyl)-2-(3-fluorobenzyl)piperidine-1-carboxylate (0.663 g, 1.81 mmol) (from example 99, step 1) was dissolved in MeOH (8 mL) and cooled to −40° C. under nitrogen. Sodium hydroxide (0.073 g, 1.81 mmol) dissolved in water (1 mL) was added during 20 min and the yellow solution continued to stir at −40° C. for 20 min. Hydroxylamine (50% by weight in water, 0.111 mL, 1.81 mmol) was added during 5 min. The resulting solution was stirred at −40° C. for 4 h. The mixtur...